Dataset: the Open Reaction Database (ORD), a public repository of structured organic reaction records. Task: describe an organic reaction: reactants, conditions, products, and yield The reactants are ClC1=C(C=C(C=C1)C1=NC=2N(C(=C1)C(F)(F)F)N=CC2C(=O)O)C (5-(4-chloro-3-methyl-phenyl)-7-trifluoromethyl-pyrazolo[1,5-a]pyrimidine-3-carboxylic acid), NC1=NC=C(C(=N)NO)C=C1 (6-amino-N-hydroxy-nicotinamidine). The product is ClC1=C(C=C(C=C1)C1=NC=2N(C(=C1)C(F)(F)F)N=CC2C2=NC(=NO2)C=2C=CC(=NC2)N)C (5-{5-[5-(4-Chloro-3-methyl-phenyl)-7-trifluoromethyl-pyrazolo[1,5-a]pyrimidin-3-yl]-[1,2,4]oxadiazol-3-yl}-pyridin-2-ylamine). As a reaction SMILES: [Cl:1][C:2]1[CH:7]=[CH:6][C:5]([C:8]2[CH:13]=[C:12]([C:14]([F:17])([F:16])[F:15])[N:11]3[N:18]=[CH:19][C:20]([C:21](O)=[O:22])=[C:10]3[N:9]=2)=[CH:4][C:3]=1[CH3:24].[NH2:25][C:26]1[CH:35]=[CH:34][C:29]([C:30]([NH:32]O)=[NH:31])=[CH:28][N:27]=1>>[Cl:1][C:2]1[CH:7]=[CH:6][C:5]([C:8]2[CH:13]=[C:12]([C:14]([F:16])([F:17])[F:15])[N:11]3[N:18]=[CH:19][C:20]([C:21]4[O:22][N:32]=[C:30]([C:29]5[CH:34]=[CH:35][C:26]([NH2:25])=[N:27][CH:28]=5)[N:31]=4)=[C:10]3[N:9]=2)=[CH:4][C:3]=1[CH3:24]. Procedure: The title compound was prepared from 5-(4-chloro-3-methyl-phenyl)-7-trifluoromethyl-pyrazolo[1,5-a]pyrimidine-3-carboxylic acid (example C.6) (178 mg, 0.5 mmol) and 6-amino-N-hydroxy-nicotinamidine (example B.4) (114 mg, 0.75 mmol) according to general procedure II. Obtained after flash chromatography on silica gel (ethyl acetate/heptane) and further purification by crystallization (dichloromethane/hexane) as a yellow solid (66 mg, 28%). MS (ISP) 471.9 [(M+H)+]; mp 262° C. Reactants: C(C1=CC=CC=C1)OC1=C(C=CC(=C1)OCC1=CC=CC=C1)/C=C(/C(=O)OC)\C#N (methyl (E)-3-(2,4-dibenzyloxyphenyl)-2-cyanoacrylate), [OH-].[Li+] (lithium hydroxide). The solvent is O1CCCC1 (tetrahydrofuran). Conditions: time 2 hour. Yields the product O.C(C1=CC=CC=C1)OC1=C(C=CC(=C1)OCC1=CC=CC=C1)/C=C(/C(=O)O)\C#N ((E)-3-(2,4-dibenzyloxyphenyl)-2-cyanoacrylic acid hydrate). The yield is 14.9%. As a reaction SMILES: [CH2:1]([O:8][C:9]1[CH:14]=[C:13]([O:15][CH2:16][C:17]2[CH:22]=[CH:21][CH:20]=[CH:19][CH:18]=2)[CH:12]=[CH:11][C:10]=1/[CH:23]=[C:24](\[C:29]#[N:30])/[C:25]([O:27]C)=[O:26])[C:2]1[CH:7]=[CH:6][CH:5]=[CH:4][CH:3]=1.[OH-].[Li+]>O1CCCC1>[OH2:8].[CH2:1]([O:8][C:9]1[CH:14]=[C:13]([O:15][CH2:16][C:17]2[CH:18]=[CH:19][CH:20]=[CH:21][CH:22]=2)[CH:12]=[CH:11][C:10]=1/[CH:23]=[C:24](\[C:29]#[N:30])/[C:25]([OH:27])=[O:26])[C:2]1[CH:3]=[CH:4][CH:5]=[CH:6][CH:7]=1 |f:1.2,4.5|. Procedure details: A solution of methyl (E)-3-(2,4-dibenzyloxyphenyl)-2-cyanoacrylate (400 mg) in tetrahydrofuran (20 mL) containing 0.5 N aqueous lithium hydroxide solution (4 mL) is stirred at ambient temperature for 2 hours. The reaction is concentrated under reduced pressure and the residue taken up in water. This solution is acidified to pH 1 and extracted with diethyl ether. The organic layer is dried over magnesium sulphate, filtered and concentrated under reduced pressure to leave (E)-3-(2,4-dibenzyloxyphe...